This data is from the Open Reaction Database (ORD), a public repository of structured organic reaction records. The task is: describe an organic reaction: reactants, conditions, products, and yield The reactants are CCOC(C)(OCC)OCC, CC(=O)OC(C)=O, N#CCC(=O)c1ccc(F)cc1. Yields the product CCOC(C)=C(C#N)C(=O)c1ccc(F)cc1. RXN SMILES: [C:13]([CH3:14])([O:15][CH2:16][CH3:17])([O:18][CH2:19][CH3:20])[O:21][CH2:22][CH3:23].[CH3:24][C:25]([O:26][C:27](=[O:28])[CH3:29])=[O:30].[F:1][c:2]1[cH:3][cH:4][c:5]([C:6](=[O:7])[CH2:8][C:9]#[N:10])[cH:11][cH:12]1>>[F:1][c:2]1[cH:3][cH:4][c:5]([C:6](=[O:7])[C:8]([C:9]#[N:10])=[C:13]([CH3:14])[O:15][CH2:16][CH3:17])[cH:11][cH:12]1. Reactants: C(C=C)OC1=CC=C(OCC(=O)OCC)C=C1 (ethyl 4-allyloxyphenoxyacetate), C1(=CC=CC=C1)OC1=CC=CC=C1 (diphenylether). The product is C(C=C)C=1C=C(OCC(=O)OCC)C=CC1O (ethyl 3-allyl-4-hydroxyphenoxyacetate). As a reaction SMILES: C([O:4][C:5]1[CH:17]=[CH:16][C:8]([O:9][CH2:10][C:11]([O:13][CH2:14][CH3:15])=[O:12])=[CH:7][CH:6]=1)C=C.[C:18]1(OC2C=CC=CC=2)[CH:23]=CC=C[CH:19]=1>>[CH2:23]([C:17]1[CH:16]=[C:8]([CH:7]=[CH:6][C:5]=1[OH:4])[O:9][CH2:10][C:11]([O:13][CH2:14][CH3:15])=[O:12])[CH:18]=[CH2:19]. Reported procedure: A solution of ethyl 4-allyloxyphenoxyacetate (2.0 g) in diphenylether (15 ml) was heated at reflux for 12 minutes. The reaction mixture was allowed to cool to ambient temperature and the reaction mixture was poured onto a silica gel pad (Merck Art. No. 9385). Elution with hexane followed by a 4:1 (v/v) mixture of hexane and ethyl acetate gave ethyl 3-allyl-4-hydroxyphenoxyacetate (1.62 g) as a solid, mp 52.8° C.; microanalysis, found: C, 66.3; H, 7.20%; C13H16O4 requires: C, 66:1; H, 6.83%; NMR ...